From a dataset of the Open Reaction Database (ORD), a public repository of structured organic reaction records. describe an organic reaction: reactants, conditions, products, and yield Reactants: O1N=C(C2=C1C=CC=C2)CN2C(NC1=C2C=CC=C1)=O (1-1,2-benzisoxazol-3-ylmethyl-1,3-dihydro-benzimidazol-2-one), C(\C=C\CCC)(=O)OCC (ethyl trans-2-hexenoate), [OH-].C(C1=CC=CC=C1)[N+](C)(C)C (benzyltrimethylammonium hydroxide). The solvent is [NH4+].[Cl-] (NH4Cl), CN(C)C=O (DMF). Run at temperature 60 celsius. The product is C(C)OC(CC(CCC)N1C(N(C2=C1C=CC=C2)CC2=NOC1=C2C=CC=C1)=O)=O (3-(3-1,2-Benzisoxazol-3-ylmethyl-2-oxo-2,3-dihydro-benzimidazol-1-yl)-hexanoic acid ethyl ester). The yield is 45.2%. Reaction SMILES: [O:1]1[C:5]2[CH:6]=[CH:7][CH:8]=[CH:9][C:4]=2[C:3]([CH2:10][N:11]2[C:15]3[CH:16]=[CH:17][CH:18]=[CH:19][C:14]=3[NH:13][C:12]2=[O:20])=[N:2]1.[C:21]([O:28][CH2:29][CH3:30])(=[O:27])/[CH:22]=[CH:23]/[CH2:24][CH2:25][CH3:26].[OH-].C([N+](C)(C)C)C1C=CC=CC=1>CN(C=O)C.[NH4+].[Cl-]>[CH2:29]([O:28][C:21](=[O:27])[CH2:22][CH:23]([N:13]1[C:14]2[CH:19]=[CH:18][CH:17]=[CH:16][C:15]=2[N:11]([CH2:10][C:3]2[C:4]3[CH:9]=[CH:8][CH:7]=[CH:6][C:5]=3[O:1][N:2]=2)[C:12]1=[O:20])[CH2:24][CH2:25][CH3:26])[CH3:30] |f:2.3,5.6|. Procedure: To a stirred solution of 1-1,2-benzisoxazol-3-ylmethyl-1,3-dihydro-benzimidazol-2-one (100 mg, 0.38 mmol) in DMF (5 ml) was added ethyl trans-2-hexenoate (80 mg, 0.57 mmol) followed by benzyltrimethylammonium hydroxide (Triton B, 40 wt % in MeOH, 17.0 ul). The resulting mixture was warmed to 60° C. for 12 h and cooled to ambient temperature. The reaction was diluted with NH4Cl (sat.) and the product was extracted into ethyl acetate (2×). The combined organics were dried (MgSO4), filtered and con... The reactants are Br, CCOC(=O)c1nc2c(=O)[nH]c3cc(C(F)(F)F)ccc3n2c1CP(=O)(O)O. The product is O=C(O)c1nc2c(=O)[nH]c3cc(C(F)(F)F)ccc3n2c1CP(=O)(O)O. RXN SMILES: [BrH:29].[CH2:1]([CH3:2])[O:3][C:4](=[O:5])[c:6]1[n:7][c:8]2[n:9]([c:10]3[cH:11][cH:12][c:13]([C:19]([F:20])([F:21])[F:22])[cH:14][c:15]3[nH:16][c:17]2=[O:18])[c:23]1[CH2:24][P:25](=[O:26])([OH:27])[OH:28]>>[O:3]=[C:4]([OH:5])[c:6]1[n:7][c:8]2[n:9]([c:10]3[cH:11][cH:12][c:13]([C:19]([F:20])([F:21])[F:22])[cH:14][c:15]3[nH:16][c:17]2=[O:18])[c:23]1[CH2:24][P:25](=[O:26])([OH:27])[OH:28]. Starting materials: FC=1C=C(C=CC1C1=NN(C=N1)COCC[Si](C)(C)C)C=1C=NN2C1N=C(C=C2)N2C(OC[C@@H]2C2=NC=C(C=C2)F)=O ((S)-3-(3-(3-fluoro-4-(1-((2-(trimethylsilyl)ethoxy)methyl)-1H-1,2,4-triazol-3-yl)phenyl)pyrazolo[1,5-a]pyrimidin-5-yl)-4-(5-fluoropyridin-2-yl)oxazolidin-2-one). The solvent is C(=O)(C(F)(F)F)O (TFA). Reaction conditions: time 2 hour. Yields the product FC=1C=C(C=CC1C1=NNC=N1)C=1C=NN2C1N=C(C=C2)N2C(OC[C@@H]2C2=NC=C(C=C2)F)=O ((S)-3-(3-(3-fluoro-4-(1H-1,2,4-triazol-3-yl)phenyl)pyrazolo[1,5-a]pyrimidin-5-yl)-4-(5-fluoropyridin-2-yl)oxazolidin-2-one). Yield: 75.5%. Reaction SMILES: [F:1][C:2]1[CH:3]=[C:4]([C:21]2[CH:22]=[N:23][N:24]3[CH:29]=[CH:28][C:27]([N:30]4[C@@H:34]([C:35]5[CH:40]=[CH:39][C:38]([F:41])=[CH:37][N:36]=5)[CH2:33][O:32][C:31]4=[O:42])=[N:26][C:25]=23)[CH:5]=[CH:6][C:7]=1[C:8]1[N:12]=[CH:11][N:10](COCC[Si](C)(C)C)[N:9]=1>C(O)(C(F)(F)F)=O>[F:1][C:2]1[CH:3]=[C:4]([C:21]2[CH:22]=[N:23][N:24]3[CH:29]=[CH:28][C:27]([N:30]4[C@@H:34]([C:35]5[CH:40]=[CH:39][C:38]([F:41])=[CH:37][N:36]=5)[CH2:33][O:32][C:31]4=[O:42])=[N:26][C:25]=23)[CH:5]=[CH:6][C:7]=1[C:8]1[N:12]=[CH:11][NH:10][N:9]=1. Procedure: To the solid (S)-3-(3-(3-fluoro-4-(1-((2-(trimethylsilyl)ethoxy)methyl)-1H-1,2,4-triazol-3-yl)phenyl)pyrazolo[1,5-a]pyrimidin-5-yl)-4-(5-fluoropyridin-2-yl)oxazolidin-2-one (5.8 g, 9.8 mmol) was added TFA (40 mL) and the reaction stirred at ambient temperature for 2 hours. The reaction was concentrated in vacuo and the residue was dissolved in acetonitrile/methanol (1:1, 70 mL). Water (30 mL) was added and the mixture was stirred at ambient temperature for 3 hours. The aqueous layer was made bas... Starting materials: ClC1=NC=C(C=C1)[N+](=O)[O-] (2-chloro-5-nitropyridine), C(#N)C(C)(C)C=1C=C(C(=O)NC2=CC(=C(C=C2)CC)O)C=CC1 (3-(1-cyano-1-methylethyl)-N-(4-ethyl-3-hydroxyphenyl)benzamide), C([O-])([O-])=O.[K+].[K+] (potassium carbonate). Solvent: CN(C=O)C (N,N-dimethylformamide). Reaction conditions: temperature 80 celsius, time 12 hour. Yields the product C(#N)C(C)(C)C=1C=C(C(=O)NC2=CC(=C(C=C2)CC)OC2=NC=C(C=C2)[N+](=O)[O-])C=CC1 (3-(1-cyano-1-methylethyl)-N-{4-ethyl-3-[(5-nitropyridin-2-yl)oxy]phenyl}benzamide). The yield is 118.3%. As a reaction SMILES: Cl[C:2]1[CH:7]=[CH:6][C:5]([N+:8]([O-:10])=[O:9])=[CH:4][N:3]=1.[C:11]([C:13]([C:16]1[CH:17]=[C:18]([CH:31]=[CH:32][CH:33]=1)[C:19]([NH:21][C:22]1[CH:27]=[CH:26][C:25]([CH2:28][CH3:29])=[C:24]([OH:30])[CH:23]=1)=[O:20])([CH3:15])[CH3:14])#[N:12].C(=O)([O-])[O-].[K+].[K+]>CN(C)C=O>[C:11]([C:13]([C:16]1[CH:17]=[C:18]([CH:31]=[CH:32][CH:33]=1)[C:19]([NH:21][C:22]1[CH:27]=[CH:26][C:25]([CH2:28][CH3:29])=[C:24]([O:30][C:2]2[CH:7]=[CH:6][C:5]([N+:8]([O-:10])=[O:9])=[CH:4][N:3]=2)[CH:23]=1)=[O:20])([CH3:15])[CH3:14])#[N:12] |f:2.3.4|. Procedure: To a solution of 2-chloro-5-nitropyridine (1.07 g, 6.81 mmol) and 3-(1-cyano-1-methylethyl)-N-(4-ethyl-3-hydroxyphenyl)benzamide (2.0 g, 6.48 mmol) in N,N-dimethylformamide (15 mL) was added potassium carbonate (1.34 g, 9.72 mmol), and the mixture was stirred at 80° C. for 12 hr. The reaction mixture was cooled to room temperature, the insoluble material was filtered off, and the filtrate was concentrated under reduced pressure. The obtained residue was diluted with ethyl acetate (200 mL), washe... Reactants: CCCC1CCC(c2ccc(O)cc2)CC1, ClCCl, CCOCC, CN(C)c1ccncc1, CCOc1ccc(C(=O)O)c(F)c1F. Product: CCCC1CCC(c2ccc(OC(=O)c3ccc(OCC)c(F)c3F)cc2)CC1. As a reaction SMILES: [CH2:1]([CH2:2][CH3:3])[CH:4]1[CH2:5][CH2:6][CH:7]([c:10]2[cH:11][cH:12][c:13]([OH:16])[cH:14][cH:15]2)[CH2:8][CH2:9]1.[CH2:36]([Cl:37])[Cl:38].[CH3:17][CH2:18][O:19][CH2:20][CH3:21].[CH3:39][N:40]([CH3:41])[c:42]1[cH:43][cH:44][n:45][cH:46][cH:47]1.[F:22][c:23]1[c:24]([C:25](=[O:26])[OH:27])[cH:28][cH:29][c:30]([O:33][CH2:34][CH3:35])[c:31]1[F:32]>>[CH2:1]([CH2:2][CH3:3])[CH:4]1[CH2:5][CH2:6][CH:7]([c:10]2[cH:11][cH:12][c:13]([O:16][C:25]([c:24]3[c:23]([F:22])[c:31]([F:32])[c:30]([O:33][CH2:34][CH3:35])[cH:29][cH:28]3)=[O:26])[cH:14][cH:15]2)[CH2:8][CH2:9]1. Reactants: Compound ( 31 ), ice, C(CC)[C@@H]1CC[C@H](CC1)CO (trans-4-n-propylcyclohexylmethanol), P(Br)(Br)Br (PBr3). Run in N1=CC=CC=C1.C1=CC=CC=C1 (pyridine benzene). Product: C(CC)[C@@H]1CC[C@H](CC1)CBr (trans-4-n-propylcyclohexylmethyl bromide). As a reaction SMILES: [CH2:1]([C@H:4]1[CH2:9][CH2:8][C@H:7]([CH2:10]O)[CH2:6][CH2:5]1)[CH2:2][CH3:3].P(Br)(Br)[Br:13]>N1C=CC=CC=1.C1C=CC=CC=1>[CH2:1]([C@H:4]1[CH2:9][CH2:8][C@H:7]([CH2:10][Br:13])[CH2:6][CH2:5]1)[CH2:2][CH3:3] |f:2.3|. Procedure details: Compound (31) obtained according to section (A) (15.6 g, 0.1 mole) was added at 0° C. to 150 ml of pyridine-benzene mixture (1:1), and while being stirred, the solution was added to 9.0 g (0.033 mole) of PBr3. The reaction mixture was stirred for 2 hours at 0° C. and then 2 hours at room temperature, poured over ice/2 N HCl and extracted with diethyl ether. The ether extract was washed once each with 2 N HCl, 2 N NaOH, and NaCl solution, dried with Na2SO4, and concentrated. The bromide of formul...